This data is from the Open Reaction Database (ORD), a public repository of structured organic reaction records. The task is: describe an organic reaction: reactants, conditions, products, and yield Reactants: [Ca] (calcium), C(C(COP(=O)(O)O)O)O (glycerophosphate), C(=O)([O-])C(O)C(O)C(=O)[O-] (tartrate), C1CCC(CC1)NS(=O)(=O)O (cyclamate), P(=O)([O-])([O-])[O-] (phosphate), S(=O)(=O)([O-])[O-] (sulfate), C(CCC(=O)[O-])(=O)[O-] (succinate), [Mg] (magnesium), C(C)(=O)[O-] (acetate), C([O-])([O-])=O (carbonate), heptagluconate. Product: O=C([C@H](O)[C@@H](O)[C@H](O)[C@H](O)CO)[O-].[Ca+2].O=C([C@H](O)[C@@H](O)[C@H](O)[C@H](O)CO)[O-] (Calcium gluconate). As a reaction SMILES: [Ca:1].[C:2]([O-:5])(=[O:4])[CH3:3].C(=O)([O-])[O-:7].C1CCC(NS(O)(=O)=[O:18])CC1.C(O)C(O)COP(O)(O)=O.[Mg].P([O-])([O-])([O-])=O.C([O-])(=O)CCC([O-])=O.[C:45]([CH:48]([CH:50]([C:52]([O-])=[O:53])[OH:51])[OH:49])([O-])=[O:46].S([O-])([O-])(=O)=O>>[O:4]=[C:2]([O-:5])[C@@H:3]([C@H:45]([C@@H:48]([C@@H:50]([CH2:52][OH:53])[OH:51])[OH:49])[OH:46])[OH:7].[Ca+2:1].[O:4]=[C:2]([O-:5])[C@@H:3]([C@H:45]([C@@H:48]([C@@H:50]([CH2:52][OH:53])[OH:51])[OH:49])[OH:46])[OH:18] |f:10.11.12|. Reported procedure: calcium (ca) acetate, ca carbonate, ca cyclamate, ca glycerophosphate, ca heptagluconate, ca ionophore, ca-magnesium, ca-phosphate, ca-succinate, ca-tartrate, ca sulfate Starting materials: COC=1C=CC(=C(C1)S(=O)(=O)NC=1C=CC=C2C=CC=NC12)[N+](=O)[O-] (5-methoxy-2-nitro-N-quinolin-8-yl-benzenesulfonamide), COC=1C=CC(=C(C1)S(=O)(=O)NC=1C=CC=C2C=CC=NC12)[N+](=O)[O-] (5-methoxy-2-nitro-N-quinolin-8-yl-benzenesulfonamide), Cl[Sn]Cl (SnCl2). The reagents and catalysts are Cl (HCl). Solvent: CCO (EtOH). The product is NC1=C(C=C(C=C1)OC)S(=O)(=O)NC=1C=CC=C2C=CC=NC12 (2-Amino-5-methoxy-N-quinolin-8-yl-benzenesulfonamide). Isolated yield 71.9%. As a reaction SMILES: [CH3:1][O:2][C:3]1[CH:4]=[CH:5][C:6]([N+:23]([O-])=O)=[C:7]([S:9]([NH:12][C:13]2[CH:14]=[CH:15][CH:16]=[C:17]3[C:22]=2[N:21]=[CH:20][CH:19]=[CH:18]3)(=[O:11])=[O:10])[CH:8]=1.Cl[Sn]Cl>Cl.CCO>[NH2:23][C:6]1[CH:5]=[CH:4][C:3]([O:2][CH3:1])=[CH:8][C:7]=1[S:9]([NH:12][C:13]1[CH:14]=[CH:15][CH:16]=[C:17]2[C:22]=1[N:21]=[CH:20][CH:19]=[CH:18]2)(=[O:11])=[O:10]. Procedure details: In a similar fashion using route 1 general procedure 4, 5-methoxy-2-nitro-N-quinolin-8-yl-benzenesulfonamide (Intermediate 264) (690 mg, 1.9 mmol), SnCl2 (1.45 g, 7.68 mmol), 6N HCl (2 drops) and EtOH (12 ml) at 85° C. for 6 h gave the title compound (450 mg, 71%) which was used in the next step without further purification. The reactants are N[C@@H](CO)C(=O)O (L-serine), C1(=CC=CC=C1)S(=O)(=O)Cl (benzenesulfonyl chloride). Yields the product C1(=CC=CC=C1)S(=O)(=O)N[C@H](C(=O)O)CO ((S)-2-benzenesulfonylamino-3-hydroxy-propionic acid). RXN SMILES: [NH2:1][C@H:2]([C:5]([OH:7])=[O:6])[CH2:3][OH:4].[C:8]1([S:14](Cl)(=[O:16])=[O:15])[CH:13]=[CH:12][CH:11]=[CH:10][CH:9]=1>>[C:8]1([S:14]([NH:1][C@@H:2]([CH2:3][OH:4])[C:5]([OH:7])=[O:6])(=[O:16])=[O:15])[CH:13]=[CH:12][CH:11]=[CH:10][CH:9]=1. Procedure details: In analogy to example 2, L-serine was reacted with benzenesulfonyl chloride to give (S)-2-benzenesulfonylamino-3-hydroxy-propionic acid. The reactants are NC1=NN(C(=C1C(=O)N)N)C1=CC=CC=C1 (3,5-Diamino-1-phenylpyrazole-4-carboxamide), C(C)(=O)OC(C)=O (acetic anhydride), [OH-].[Na+] (sodium hydroxide). Run in C(C)(=O)O (acetic acid). Yields the product NC=1N(N=C2N=C(NC(C21)=O)C)C2=CC=CC=C2 (3-Amino-2-phenyl-6-methyl-2,5-dihydropyrazolo[3,4-d]pyrimidin-4-one). RXN SMILES: [NH2:1][C:2]1[C:6]([C:7]([NH2:9])=[O:8])=[C:5]([NH2:10])[N:4]([C:11]2[CH:16]=[CH:15][CH:14]=[CH:13][CH:12]=2)[N:3]=1.[C:17](OC(=O)C)(=O)[CH3:18].[OH-].[Na+]>C(O)(=O)C>[NH2:10][C:5]1[N:4]([C:11]2[CH:12]=[CH:13][CH:14]=[CH:15][CH:16]=2)[N:3]=[C:2]2[C:6]=1[C:7](=[O:8])[NH:9][C:17]([CH3:18])=[N:1]2 |f:2.3|. Procedure details: 3,5-Diamino-1-phenylpyrazole-4-carboxamide (10.8 g) prepared as in Example 58 was heated with acetic acid (15 ml) and acetic anhydride (5.1 g) for 16 hours. The solution was poured into 2 M sodium hydroxide solution (200 ml) and a trace of solid was filtered off. The filtrate was adjusted to pH=7 with concentrated hydrochloric acid to precipitate 3-amino-2-phenyl-6-methyl-2,5-dihydropyrazolo[3,4-d]pyrimidin-4-one (6.1 g) which was recrystallised from 2-methoxyethanol (3.6 g yield), m.p. 279°-281... Starting materials: C(C1=CC=CC=C1)O[C@@H](C)[C@@H](CCC1=C(C(=CC=C1)Cl)Cl)N1N=C(N=C1)C(=O)OCC (ethyl 1-[(2S,3R)-2-(benzyloxy)-5-(2,3-dichlorophenyl)-3-pentyl]-1,2,4-triazole-3-carboxylate), I[Si](C)(C)C (iodotrimethylsilane), CO (methanol). The solvent is C(Cl)(Cl)Cl (chloroform). Reaction conditions: time 2 hour. Yields the product O[C@@H](C)[C@@H](CCC1=C(C(=CC=C1)Cl)Cl)N1N=C(N=C1)C(=O)OCC (ethyl 1-[(2S,3R)-2-hydroxy-5-(2,3-dichlorophenyl)-3-pentyl]-1,2,4-triazole-3-carboxylate). Yield: 38.6%. As a reaction SMILES: C([O:8][C@H:9]([C@H:11]([N:22]1[CH:26]=[N:25][C:24]([C:27]([O:29][CH2:30][CH3:31])=[O:28])=[N:23]1)[CH2:12][CH2:13][C:14]1[CH:19]=[CH:18][CH:17]=[C:16]([Cl:20])[C:15]=1[Cl:21])[CH3:10])C1C=CC=CC=1.I[Si](C)(C)C.CO>C(Cl)(Cl)Cl>[OH:8][C@H:9]([C@H:11]([N:22]1[CH:26]=[N:25][C:24]([C:27]([O:29][CH2:30][CH3:31])=[O:28])=[N:23]1)[CH2:12][CH2:13][C:14]1[CH:19]=[CH:18][CH:17]=[C:16]([Cl:20])[C:15]=1[Cl:21])[CH3:10]. Procedure: A mixture of ethyl 1-[(2S,3R)-2-(benzyloxy)-5-(2,3-dichlorophenyl)-3-pentyl]-1,2,4-triazole-3-carboxylate (103 mg) and iodotrimethylsilane (0.08 ml) in chloroform (4 ml) was stirred at room temperature for 2 hours. The mixture was poured into cold methanol and the whole was evaporated in vacuo. The residue was taken up in ethyl acetate, washed with water, aqueous sodium bisulfite and sodium bicarbonate, successively, and dried. The residue left after evaporation of solvent was purified by column... The reactants are CC1(c2ccc(Br)nc2)OCCO1, [Li]CCCC, CN1CCC(=O)CC1, C1CCOC1. Product: CN1CCC(O)(c2ccc(C3(C)OCCO3)cn2)CC1. As a reaction SMILES: [Br:1][c:2]1[n:3][cH:4][c:5]([C:8]2([CH3:13])[O:9][CH2:10][CH2:11][O:12]2)[cH:6][cH:7]1.[CH3:14][CH2:15][CH2:16][CH2:17][Li:18].[CH3:19][N:20]1[CH2:21][CH2:22][C:23](=[O:26])[CH2:24][CH2:25]1.[O:27]1[CH2:28][CH2:29][CH2:30][CH2:31]1>>[c:2]1([C:23]2([OH:26])[CH2:22][CH2:21][N:20]([CH3:19])[CH2:25][CH2:24]2)[n:3][cH:4][c:5]([C:8]2([CH3:13])[O:9][CH2:10][CH2:11][O:12]2)[cH:6][cH:7]1.